This data is from the Open Reaction Database (ORD), a public repository of structured organic reaction records. The task is: describe an organic reaction: reactants, conditions, products, and yield Reactants: BrC=1C=CC(=NC1)N (5-bromo-2-aminopyridine), ClC1=C(C(=O)N=C=O)C(=CC=C1)F (2-chloro-6-fluorobenzoyl isocyanate). Solvent: C(C)#N (acetonitrile). Yields the product ClC1=C(C(=O)NC(=O)NC2=NC=C(C=C2)Br)C(=CC=C1)F (1-(2-CHLORO-6-FLUOROBENZOYL)-3-(5-BROMO-2-PYRIDINYL)UREA). RXN SMILES: [Br:1][C:2]1[CH:3]=[CH:4][C:5]([NH2:8])=[N:6][CH:7]=1.[Cl:9][C:10]1[CH:20]=[CH:19][CH:18]=[C:17]([F:21])[C:11]=1[C:12]([N:14]=[C:15]=[O:16])=[O:13]>C(#N)C>[Cl:9][C:10]1[CH:20]=[CH:19][CH:18]=[C:17]([F:21])[C:11]=1[C:12]([NH:14][C:15]([NH:8][C:5]1[CH:4]=[CH:3][C:2]([Br:1])=[CH:7][N:6]=1)=[O:16])=[O:13]. Procedure details: An 0.4 g. portion of 5-bromo-2-aminopyridine was dissolved in 20 ml. of acetonitrile, and was reacted with 0.5 g. of 2-chloro-6-fluorobenzoyl isocyanate as described in Example 1. The yield was 0.5 g. of the desired product, m.p. 207°-213° C. Elemental analysis gave the following results: Reactants: ClC=1C(=NC(=NC1Cl)C)N (5,6-dichloro-2-methylpyrimidin-4-amine), CNCC1CCN(CC1)C(=O)OC(C)(C)C (tert-butyl 4-((methylamino)methyl)piperidine-1-carboxylate), O(C1=CC=CC=C1)C1=CC=C(C=C1)B(O)O ((4-phenoxyphenyl)boronic acid), C(C=C)(=O)Cl (acryloyl chloride). Product: NC1=C(C(=NC(=N1)C)N(C)CC1CCN(CC1)C(C=C)=O)C1=CC=C(C=C1)OC1=CC=CC=C1 (1-(4-(((6-amino-2-methyl-5-(4-phenoxyphenyl)pyrimidin-4-yl)(methyl)amino)methyl)piperidin-1-yl)prop-2-en-1-one). RXN SMILES: Cl[C:2]1[C:3]([NH2:10])=[N:4][C:5]([CH3:9])=[N:6][C:7]=1Cl.[CH3:11][NH:12][CH2:13][CH:14]1[CH2:19][CH2:18][N:17]([C:20]([O:22]C(C)(C)C)=O)[CH2:16][CH2:15]1.[O:27]([C:34]1[CH:39]=[CH:38][C:37](B(O)O)=[CH:36][CH:35]=1)[C:28]1[CH:33]=[CH:32][CH:31]=[CH:30][CH:29]=1.[C:43](Cl)(=O)[CH:44]=C>>[NH2:10][C:3]1[N:4]=[C:5]([CH3:9])[N:6]=[C:7]([N:12]([CH2:13][CH:14]2[CH2:15][CH2:16][N:17]([C:20](=[O:22])[CH:43]=[CH2:44])[CH2:18][CH2:19]2)[CH3:11])[C:2]=1[C:31]1[CH:32]=[CH:33][C:28]([O:27][C:34]2[CH:39]=[CH:38][CH:37]=[CH:36][CH:35]=2)=[CH:29][CH:30]=1. Procedure: 1-(4-(((6-amino-2-methyl-5-(4-phenoxyphenyl)pyrimidin-4-yl)(methyl)amino)methyl)piperidin-1-yl)prop-2-en-1-one was prepared from 5,6-dichloro-2-methylpyrimidin-4-amine, tert-butyl 4-((methylamino)methyl)piperidine-1-carboxylate, (4-phenoxyphenyl)boronic acid, and acryloyl chloride using methods B, C, D, and F. HPLC purity: 100%. MS: m/z=458 [M+H]+.